Dataset: the Open Reaction Database (ORD), a public repository of structured organic reaction records. Task: describe an organic reaction: reactants, conditions, products, and yield The reactants are S1C(=S)NC(=O)C1 (rhodanine), O=C(C=CC1=C(OCC(=O)OCC)C=CC=C1)C (ethyl 2-(3-oxo-1-butenyl]phenoxyacetate), C(C)(=O)[O-].[NH4+] (ammonium acetate), C1(=CC=CC=C1)C (toluene). The solvent is O (water). Product: O=C1NC(S(=C1)=C(C=CC1=C(OCC(=O)OCC)C=CC=C1)C)=S (ethyl 2-[3-(4-oxo-2-thioxo-5-thiazolinylidene)-1-butenyl]phenoxyacetate). Isolated yield 35.8%. As a reaction SMILES: [S:1]1[CH2:7][C:5](=[O:6])[NH:4][C:2]1=[S:3].O=[C:9]([CH3:25])[CH:10]=[CH:11][C:12]1[CH:24]=[CH:23][CH:22]=[CH:21][C:13]=1[O:14][CH2:15][C:16]([O:18][CH2:19][CH3:20])=[O:17].C([O-])(=O)C.[NH4+].C1(C)C=CC=CC=1>O>[O:6]=[C:5]1[CH:7]=[SH:1](=[C:9]([CH3:25])[CH:10]=[CH:11][C:12]2[CH:24]=[CH:23][CH:22]=[CH:21][C:13]=2[O:14][CH2:15][C:16]([O:18][CH2:19][CH3:20])=[O:17])[C:2](=[S:3])[NH:4]1 |f:2.3|. Reported procedure: A mixture of 1.33 g (0.01 mol) of rhodanine, 2.48 g (0.01 mol) of ethyl 2-(3-oxo-1-butenyl]phenoxyacetate, 0.77 g (0.01 mol) of ammonium acetate and 20 ml of toluene was heated under reflux for 3 hours. After cooling, 100 ml of water were added to the reaction mixture which was extracted with ethyl acetate (3×100 ml). The ethyl acetate layer was washed twice with water and once with a saturated saline solution, dried and concentrated under reduced pressure to give orange crystals. The crystals w... Reactants: C(C)(C)(C)OC(N[C@H]1[C@H](C(CCC1)(F)F)NC(=O)C=1SC(=C(C1)C=1C=NN2C1N=CC(=C2)O)CC)=O (tert-Butyl[(1R,2R)-2-({[5-ethyl-4-(6-hydroxypyrazolo[1,5-a]pyrimidin-3-yl)thiophen-2-yl]carbonyl}amino)-3,3-difluorocyclohexyl]carbamate), FC(S(=O)(=O)OCC(F)(F)F)(F)F (2,2,2-trifluoroethyl trifluoromethanesulfonate), C([O-])([O-])=O.[K+].[K+] (potassium carbonate). The solvent is ClCCl (dichloromethane). Reaction conditions: temperature 40 celsius. Product: C(C)(C)(C)OC(N[C@H]1[C@H](C(CCC1)(F)F)NC(=O)C=1SC(=C(C1)C=1C=NN2C1N=CC(=C2)OCC(F)(F)F)CC)=O (tert-Butyl{(1R,2R)-2-[({5-ethyl-4-[6-(2,2,2-trifluoroethoxy)pyrazolo[1,5-a]pyrimidin-3-yl]thiophen-2-yl}carbonyl)amino]-3,3-difluorocyclohexyl}carbamate). Isolated yield 36.1%. As a reaction SMILES: [C:1]([O:5][C:6](=[O:36])[NH:7][C@@H:8]1[CH2:13][CH2:12][CH2:11][C:10]([F:15])([F:14])[C@@H:9]1[NH:16][C:17]([C:19]1[S:20][C:21]([CH2:34][CH3:35])=[C:22]([C:24]2[CH:25]=[N:26][N:27]3[CH:32]=[C:31]([OH:33])[CH:30]=[N:29][C:28]=23)[CH:23]=1)=[O:18])([CH3:4])([CH3:3])[CH3:2].FC(F)(F)S(O[CH2:43][C:44]([F:47])([F:46])[F:45])(=O)=O.C(=O)([O-])[O-].[K+].[K+]>ClCCl>[C:1]([O:5][C:6](=[O:36])[NH:7][C@@H:8]1[CH2:13][CH2:12][CH2:11][C:10]([F:14])([F:15])[C@@H:9]1[NH:16][C:17]([C:19]1[S:20][C:21]([CH2:34][CH3:35])=[C:22]([C:24]2[CH:25]=[N:26][N:27]3[CH:32]=[C:31]([O:33][CH2:43][C:44]([F:47])([F:46])[F:45])[CH:30]=[N:29][C:28]=23)[CH:23]=1)=[O:18])([CH3:4])([CH3:3])[CH3:2] |f:2.3.4|. Procedure: tert-Butyl[(1R,2R)-2-({[5-ethyl-4-(6-hydroxypyrazolo[1,5-a]pyrimidin-3-yl)thiophen-2-yl]carbonyl}amino)-3,3-difluorocyclohexyl]carbamate (81.0 mg, 0.155 mmol), 2,2,2-trifluoroethyl trifluoromethanesulfonate (40.3 mg, 0.173 mmol), and potassium carbonate (27.9 mg, 0.202 mmol) were placed in a sealed tube and heated to 40° C. for 6 h. The reaction mixture was cooled to room temperature and diluted with dichloromethane. The organic layer was washed with 1N NaOH (aq) once and 1N HCl (aq) twice. Wate... The reactants are O=C(NC)C1=CC=C(C=C1)C. The reagents and catalysts are O1B(OC(C)(C)C1(C)C)B2OC(C)(C)C(O2)(C)C, O=C(NC1=CC=CC2=C1NC(=C2C)C)C=3C=NC(=CC3)C4=NC=CC=C4, C[OH2+].C[OH2+].C1CC=CCCC=C1.C1CC=CCCC=C1.[Ir].[Ir]. Run in O1CCCC1. Conditions: temperature 60 celsius, time 96 hour. Product: O=C(NC)C1=CC=C(C=C1B2OC(C)(C)C(O2)(C)C)C. Isolated yield 61.0%. Procedure: Isolated by chromatography using deactivated silica gel and ethyl acetate and petroleum ether (10:1 to 2:1) as the eluent. The reactants are O=C(O)c1ccc(Br)c(F)c1, CC(C)(C)OC(=O)N1CCNCC1, CCN=C=NCCCN(C)C, CCOC(C)=O, Cl, [Na+], C1CCOC1, [OH-], O. The product is CC(C)(C)OC(=O)N1CCN(C(=O)c2ccc(Br)c(F)c2)CC1. Reaction SMILES: [Br:1][c:2]1[c:3]([F:11])[cH:4][c:5]([C:6](=[O:7])[OH:8])[cH:9][cH:10]1.[C:24]([CH3:25])([CH3:26])([CH3:27])[O:28][C:29](=[O:30])[N:31]1[CH2:32][CH2:33][NH:34][CH2:35][CH2:36]1.[CH2:13]([N:14]=[C:15]=[N:16][CH2:17][CH2:18][CH2:19][N:20]([CH3:21])[CH3:22])[CH3:23].[CH3:44][CH2:45][O:46][C:47](=[O:48])[CH3:49].[ClH:12].[Na+:38].[O:39]1[CH2:40][CH2:41][CH2:42][CH2:43]1.[OH-:37].[OH2:50]>>[Br:1][c:2]1[c:3]([F:11])[cH:4][c:5]([C:6](=[O:8])[N:34]2[CH2:33][CH2:32][N:31]([C:29]([O:28][C:24]([CH3:25])([CH3:26])[CH3:27])=[O:30])[CH2:36][CH2:35]2)[cH:9][cH:10]1.